Dataset: the Open Reaction Database (ORD), a public repository of structured organic reaction records. Task: describe an organic reaction: reactants, conditions, products, and yield Reactants: BrC1=CC=C(C=C1)S(=O)(=O)OCCOC1=CC2=CC=CC=C2C=C1 (2-(2-naphthyloxy)ethyl 4-bromobenzenesulfonate), [I-].[Na+] (sodium iodide). Run in CC(=O)C (acetone). Run at temperature 35 celsius. The product is ICCOC1=CC2=CC=CC=C2C=C1 (2-(2-Iodoethoxy)naphthalene). Isolated yield 72.1%. As a reaction SMILES: BrC1C=CC(S(O[CH2:12][CH2:13][O:14][C:15]2[CH:24]=[CH:23][C:22]3[C:17](=[CH:18][CH:19]=[CH:20][CH:21]=3)[CH:16]=2)(=O)=O)=CC=1.[I-:25].[Na+]>CC(C)=O>[I:25][CH2:12][CH2:13][O:14][C:15]1[CH:24]=[CH:23][C:22]2[C:17](=[CH:18][CH:19]=[CH:20][CH:21]=2)[CH:16]=1 |f:1.2|. Procedure: To a solution of 2-(2-naphthyloxy)ethyl 4-bromobenzenesulfonate (Preparation 10, 380 mg, 0.93 mmol) in acetone (5 mL) at room temperature was added sodium iodide (1.0 g, 6.66 mmol). The mixture was heated at 35° C. for 16 hours and then cooled. The residual precipitate was removed by filtration and the filtrate was concentrated in vacuo. The residue was partitioned between diethyl ether (20 mL) and water (20 mL). The two layers were separated and the organic layer was dried over sodium sulfate, ... The reactants are C(C1=CC=CC=C1)OC1=NC(=C(C(=N1)C(C=1C=C(C#N)C=C(C1)C)C#N)CC)OCC1=CC=CC=C1 (3-[(2,6-Bis-benzyloxy-5-ethyl-pyrimidin-4-yl)-cyano-methyl]-5-methyl-benzonitrile), CN(C)C=O (DMF), [H-].[Na+] (sodium hydride). Conditions: time 30 minute. Yields the product C(C1=CC=CC=C1)OC1=NC(=C(C(=N1)C(=O)C=1C=C(C#N)C=C(C1)C)CC)OCC1=CC=CC=C1 (3-(2,6-Bis-benzyloxy-5-ethyl-pyrimidine-4-carbonyl)-5-methyl-benzonitrile). Yield: 80.0%. RXN SMILES: [CH2:1]([O:8][C:9]1[N:14]=[C:13]([CH:15](C#N)[C:16]2[CH:17]=[C:18]([CH:21]=[C:22]([CH3:24])[CH:23]=2)[C:19]#[N:20])[C:12]([CH2:27][CH3:28])=[C:11]([O:29][CH2:30][C:31]2[CH:36]=[CH:35][CH:34]=[CH:33][CH:32]=2)[N:10]=1)[C:2]1[CH:7]=[CH:6][CH:5]=[CH:4][CH:3]=1.[H-].[Na+].CN(C=[O:43])C>>[CH2:1]([O:8][C:9]1[N:14]=[C:13]([C:15]([C:16]2[CH:17]=[C:18]([CH:21]=[C:22]([CH3:24])[CH:23]=2)[C:19]#[N:20])=[O:43])[C:12]([CH2:27][CH3:28])=[C:11]([O:29][CH2:30][C:31]2[CH:36]=[CH:35][CH:34]=[CH:33][CH:32]=2)[N:10]=1)[C:2]1[CH:7]=[CH:6][CH:5]=[CH:4][CH:3]=1 |f:1.2|. Reported procedure: To a stirred solution of 3-[(2,6-Bis-benzyloxy-5-ethyl-pyrimidin-4-yl)-cyano-methyl]-5-methyl-benzonitrile (40) (10 g, 21.1 mmol) in anhydrous DMF (80 ml) in a water bath under an atmosphere of nitrogen, was portionwise added 60% sodium hydride (869 mg, 21.7 mmol). After 30 min, oxygen gas was bubbled into the reaction mixture for 5 hr. The mixture was neutralized with aqueous saturated ammonium chloride solution. The crude product was extracted with ether and recrystallized from dichloromethane... The reactants are C(C)C1=CC(=C(NC1=O)C)C1=CC=C(O1)C(=O)O (5-(5-ethyl-2-methyl-6-oxo-1,6-dihydro-pyridin-3-yl)-furan-2-carboxylic acid), CNC (dimethylamine). The product is CN(C(=O)C=1OC(=CC1)C1=C(NC(C(=C1)CC)=O)C)C (5-(5-Ethyl-2-methyl-6-oxo-1,6-dihydro-pyridin-3-yl)-furan-2-carboxylic acid dimethylamide). Isolated yield 50.0%. RXN SMILES: [CH2:1]([C:3]1[C:8](=[O:9])[NH:7][C:6]([CH3:10])=[C:5]([C:11]2[O:15][C:14]([C:16]([OH:18])=O)=[CH:13][CH:12]=2)[CH:4]=1)[CH3:2].[CH3:19][NH:20][CH3:21]>>[CH3:19][N:20]([CH3:21])[C:16]([C:14]1[O:15][C:11]([C:5]2[CH:4]=[C:3]([CH2:1][CH3:2])[C:8](=[O:9])[NH:7][C:6]=2[CH3:10])=[CH:12][CH:13]=1)=[O:18]. Procedure: Method 1, Example 205 is substantially repeated except for utilizing 5-(5-ethyl-2-methyl-6-oxo-1,6-dihydro-pyridin-3-yl)-furan-2-carboxylic acid and dimethylamine to afford the title compound (50% yield). LC/MS: RT 2.3 min; m/e 275 (M+H). Starting materials: N#Cc1ccc(CN)cc1, CN(C)c1ccncc1, CCN(C(C)C)C(C)C, O=Cc1ccc(C(=O)Cl)cc1. The product is N#Cc1ccc(CNC(=O)c2ccc(C=O)cc2)cc1. RXN SMILES: [C:1](#[N:2])[c:3]1[cH:4][cH:5][c:6]([CH2:7][NH2:8])[cH:9][cH:10]1.[CH3:31][N:32]([CH3:33])[c:34]1[cH:35][cH:36][n:37][cH:38][cH:39]1.[CH:11]([N:12]([CH2:13][CH3:14])[CH:15]([CH3:16])[CH3:17])([CH3:18])[CH3:19].[CH:20](=[O:21])[c:22]1[cH:23][cH:24][c:25]([C:26](=[O:27])[Cl:28])[cH:29][cH:30]1>>[C:1](#[N:2])[c:3]1[cH:4][cH:5][c:6]([CH2:7][NH:8][C:26]([c:25]2[cH:24][cH:23][c:22]([CH:20]=[O:21])[cH:30][cH:29]2)=[O:27])[cH:9][cH:10]1. The reactants are C(CC)P1(OP(OP(O1)(=O)CCC)(=O)CCC)=O (T3P), NC1=NC(=C(C(=N1)C)CC1=CC=C(C=C1)CC(=O)O)NCCCCC (2-(4-((2-Amino-4-methyl-6-(pentylamino)pyrimidin-5-yl)methyl)phenyl)acetic acid), CN(CCO)C (N,N-dimethylethanolamine), TEA. Reagents/catalysts: CN(C)C=1C=CN=CC1 (DMAP). The solvent is CN(C)C=O (DMF). Run at time 24 hour. Yields the product NC1=NC(=C(C(=N1)C)CC1=CC=C(C=C1)CC(=O)OCCN(C)C)NCCCCC (2-(Dimethylamino)ethyl 2-(4-((2-amino-4-methyl-6-(pentylamino)pyrimidin-5-yl)methyl)phenyl)acetate). Reaction SMILES: C(P1(=O)OP(CCC)(=O)OP(CCC)(=O)O1)CC.[NH2:19][C:20]1[N:25]=[C:24]([CH3:26])[C:23]([CH2:27][C:28]2[CH:33]=[CH:32][C:31]([CH2:34][C:35]([OH:37])=[O:36])=[CH:30][CH:29]=2)=[C:22]([NH:38][CH2:39][CH2:40][CH2:41][CH2:42][CH3:43])[N:21]=1.[CH3:44][N:45]([CH3:49])[CH2:46][CH2:47]O>CN(C1C=CN=CC=1)C.CN(C=O)C>[NH2:19][C:20]1[N:25]=[C:24]([CH3:26])[C:23]([CH2:27][C:28]2[CH:29]=[CH:30][C:31]([CH2:34][C:35]([O:37][CH2:47][CH2:46][N:45]([CH3:49])[CH3:44])=[O:36])=[CH:32][CH:33]=2)=[C:22]([NH:38][CH2:39][CH2:40][CH2:41][CH2:42][CH3:43])[N:21]=1. Procedure: A solution of T3P (1.57M in THF, 0.42 ml) was added to a mixture of the product from example 34 step (viii) (0.15 g), N,N-dimethylethanolamine (0.08 ml), TEA (0.3 ml) and DMAP (0.02 g) in DMF (5 ml) and stirred at rt for 24 h. The mixture was partitioned between DCM/water, the organics separated, washed with aq NaHCO3 soln, brine, dried and evaporated under reduced pressure. The residue was purified by RPHPLC, then the product dissolved in MeCN (10 ml) and PS-TBD (0.1 g) added and left for 2 h. ... The reactants are OC(C)C1=CC=NC=C1 (4-(1-hydroxyethyl)pyridine), [H-].[Na+] (sodium hydride), CI (methyliodide), [H][H] (hydrogen). The solvent is O1CCCC1 (tetrahydrofuran), O1CCCC1 (tetrahydrofuran). Product: COC(C)C1=CC=NC=C1 (4-[1-(Methoxy)ethyl]-pyridine). Reaction SMILES: [OH:1][CH:2]([C:4]1[CH:9]=[CH:8][N:7]=[CH:6][CH:5]=1)[CH3:3].[H-].[Na+].[H][H].[CH3:14]I>O1CCCC1>[CH3:14][O:1][CH:2]([C:4]1[CH:9]=[CH:8][N:7]=[CH:6][CH:5]=1)[CH3:3] |f:1.2|. Reported procedure: A solution of 8.4 g (0.068 mol) of 4-(1-hydroxyethyl)pyridine in 20 ml of absolute tetrahydrofuran is added dropwise to a suspension of 2 g (0.083 mol) of sodium hydride (3.3 g of 60% oil dispersion; washed in toluene) in 80 ml of absolute tetrahydrofuran. After the development of hydrogen has ceased, 23 g (0.16 mol) of methyliodide are added at 18°-20° C. and the mixture is left to react for 2 hours. The reaction mixture is concentrated by evaporation, the residue is combined with 40% aqueous p... Starting materials: CNS(=O)(=O)C=1C=C2CC(NC2=CC1)=O (2-Oxo-2,3-dihydro-1H-indole-5-sulfonic acid methylamide), C(C)OC(=O)C1=C(NC(=C1CCCN1CCOCC1)C=O)C (5-formyl-2-methyl-4-(3-morpholin-4-ylpropyl)-1H-pyrrole-3-carboxylic acid ethyl ester). Yields the product C(C)OC(=O)C1=C(NC(=C1CCCN1CCOCC1)C=C1C(NC2=CC=C(C=C12)S(NC)(=O)=O)=O)C (2-Methyl-5-(5-methylsulfamoyl-2-oxo-1,2-dihydroindol-3-ylidenemethyl)-4-(3-morpholin-4-ylpropyl)-1H-pyrrole-3-carboxylic acid ethyl ester). RXN SMILES: [CH3:1][NH:2][S:3]([C:6]1[CH:7]=[C:8]2[C:12](=[CH:13][CH:14]=1)[NH:11][C:10](=[O:15])[CH2:9]2)(=[O:5])=[O:4].[CH2:16]([O:18][C:19]([C:21]1[C:25]([CH2:26][CH2:27][CH2:28][N:29]2[CH2:34][CH2:33][O:32][CH2:31][CH2:30]2)=[C:24]([CH:35]=O)[NH:23][C:22]=1[CH3:37])=[O:20])[CH3:17]>>[CH2:16]([O:18][C:19]([C:21]1[C:25]([CH2:26][CH2:27][CH2:28][N:29]2[CH2:34][CH2:33][O:32][CH2:31][CH2:30]2)=[C:24]([CH:35]=[C:9]2[C:8]3[C:12](=[CH:13][CH:14]=[C:6]([S:3](=[O:5])(=[O:4])[NH:2][CH3:1])[CH:7]=3)[NH:11][C:10]2=[O:15])[NH:23][C:22]=1[CH3:37])=[O:20])[CH3:17]. Procedure: 2-Oxo-2,3-dihydro-1H-indole-5-sulfonic acid methylamide was stirred with 5-formyl-2-methyl-4-(3-morpholin-4-ylpropyl)-1H-pyrrole-3-carboxylic acid ethyl ester overnight at room temperature to give the title compound. The reactants are FC=1C=C(CBr)C=CC1 (3-fluorobenzyl bromide), C[Si](C=1C=C2C=C(NC2=CC1)C(=O)OCC)(C)C (ethyl 5-trimethylsilyl-1H-indole-2-carboxylate), C([O-])([O-])=O.[K+].[K+] (potassium carbonate). The reagents and catalysts are [Br-].C(CCC)[N+](CCCC)(CCCC)CCCC (tetrabutyl-ammonium bromide). The solvent is C(C)#N (acetonitrile). Yields the product C[Si](C=1C=C2C=C(N(C2=CC1)CC1=CC(=CC=C1)F)C(=O)OCC)(C)C (ethyl 5-trimethylsilyl-1-[(3-fluorophenyl)methyl]-1H-indole-2-carboxylate). Isolated yield 88.4%. RXN SMILES: [F:1][C:2]1[CH:3]=[C:4]([CH:7]=[CH:8][CH:9]=1)[CH2:5]Br.[CH3:10][Si:11]([CH3:27])([CH3:26])[C:12]1[CH:13]=[C:14]2[C:18](=[CH:19][CH:20]=1)[NH:17][C:16]([C:21]([O:23][CH2:24][CH3:25])=[O:22])=[CH:15]2.C(=O)([O-])[O-].[K+].[K+]>[Br-].C([N+](CCCC)(CCCC)CCCC)CCC.C(#N)C>[CH3:10][Si:11]([CH3:26])([CH3:27])[C:12]1[CH:13]=[C:14]2[C:18](=[CH:19][CH:20]=1)[N:17]([CH2:5][C:4]1[CH:7]=[CH:8][CH:9]=[C:2]([F:1])[CH:3]=1)[C:16]([C:21]([O:23][CH2:24][CH3:25])=[O:22])=[CH:15]2 |f:2.3.4,5.6|. Procedure: 0.32 g (1.68 mmol) of 3-fluorobenzyl bromide and 100 mg (0.31 mmol) of tetrabutyl-ammonium bromide are added, slowly at ambient temperature, to a suspension of 0.4 g (1.53 mmol) of ethyl 5-trimethylsilyl-1H-indole-2-carboxylate, obtained according to the protocol described in stage 3.4, and of 0.64 g (4.59 mmol) of potassium carbonate in 15 ml of dry acetonitrile, maintained under an inert atmosphere. The reaction mixture is stirred at reflux for 2 h. After this period of time, the cooled suspen... Starting materials: O (Water), C(CO)Cl (Ethylene chlorohydrin), OC1=NC(=C(N=C1C1=CC=CC=C1)C)C (2-hydroxy-3-phenyl-5,6-dimethyl-pyrazine), [OH-].[Na+] (NaOH). The solvent is C(C)(C)(C)O (t-butanol). Run at temperature 60 celsius, time 2.5 hour. The product is OCCN1C(C(=NC(=C1C)C)C1=CC=CC=C1)=O (1-(2-hydroxyethyl)-3-phenyl-5,6-dimethyl-2-oxo-1,2-dihydropyrazine). The yield is 71.6%. As a reaction SMILES: [CH2:1](Cl)[CH2:2][OH:3].[OH:5][C:6]1[C:11]([C:12]2[CH:17]=[CH:16][CH:15]=[CH:14][CH:13]=2)=[N:10][C:9]([CH3:18])=[C:8]([CH3:19])[N:7]=1.[OH-].[Na+].O>C(O)(C)(C)C>[OH:3][CH2:2][CH2:1][N:7]1[C:8]([CH3:19])=[C:9]([CH3:18])[N:10]=[C:11]([C:12]2[CH:13]=[CH:14][CH:15]=[CH:16][CH:17]=2)[C:6]1=[O:5] |f:2.3|. Reported procedure: Ethylene chlorohydrin (20.2 g, 0.25M) was added to a solution of 2-hydroxy-3-phenyl-5,6-dimethyl-pyrazine (10.0 g, 50 mM) and 5N NaOH (50 ml) in t-butanol (150 ml), and stirred at 60° C. for 2.5 hours. Water was added to the reaction mixture, the mixture extracted with chloroform, and the extract dried with anhydrous sodium sulfate and concentrated in vacuo. The residue was charged on a column of silica-gel (C-200, 130 g) packed with chloroform and eluted with chloroform-methanol (100:1) to obta...